Dataset: the Open Reaction Database (ORD), a public repository of structured organic reaction records. Task: describe an organic reaction: reactants, conditions, products, and yield Reactants: ClC1=CC=C(C=C1)C(C(CCC)C1=CC=C(C(=O)NCCC(=O)OC)C=C1)CC=O (methyl N-{4-[2-(4-chlorophenyl)-4-oxo-1-propylbutyl]benzoyl}-β-alaninate), CC(C)C1C(=O)NCC(=O)NC(C(=O)NC(C(=O)NC(C(=O)NC(C(=O)N2CCCC2C(=O)NC(CSSCC(C(=O)NC(C(=O)N1)CCSC)NC(=O)C(CCCNC(=N)N)NC(=O)C(CCSC)NC(=O)C(C(C)O)NC(=O)C(CC(=O)O)N)C(=O)NC(CC3=CNC4=CC=CC=C43)C(=O)NC(CCC(=O)O)C(=O)NC(C(C)C)C(=O)O)CCCNC(=N)N)CC5=CC=C(C=C5)O)C(C)C)CCCNC(=N)N (melanin-concentrating hormone), Cl.FC1=C(C=CC(=C1)C)NN (2-fluoro-4-methylphenylhydrazine hydrochloride). Procedure details: An acetic acid solution (10 ml) of methyl N-{4-[2-(4-chlorophenyl)-4-oxo-1-propylbutyl]benzoyl}-β-alaninate, prepared from INTERMEDIATE 2 as described in EXAMPLE 1, (757 mg, 1.76 mmol), ZnCl2 (3.1M in AcOH, 1.7 ml, 5.27 mol) and 2-fluoro-4-methylphenylhydrazine hydrochloride (374 mg, 2.1 mmol) were heated at 80° C. for 45 minutes. The solution was concentrated and the residue partitioned between EtOAc and water. The organic phase was washed with water (2×), brine (2×) and dried over Na2SO4. The ... RXN SMILES: [Cl:1][C:2]1[CH:7]=[CH:6][C:5]([CH:8]([CH2:28][CH:29]=O)[CH:9]([C:13]2[CH:27]=[CH:26][C:16]([C:17]([NH:19][CH2:20][CH2:21][C:22]([O:24][CH3:25])=[O:23])=[O:18])=[CH:15][CH:14]=2)[CH2:10][CH2:11][CH3:12])=[CH:4][CH:3]=1.CC(C1NC(=O)C(CCSC)NC(=O)C(NC(C(NC(C(NC(C(NC(C(N)CC(O)=O)=O)C(O)C)=O)CCSC)=O)CCCNC(N)=N)=O)CSSCC(C(NC(C(NC(C(NC(C(O)=O)C(C)C)=O)CCC(O)=O)=O)CC2C3C(=CC=CC=3)NC=2)=O)NC(=O)C2N(CCC2)C(=O)C(CCCNC(N)=N)NC(=O)C(CC2C=CC(O)=CC=2)NC(=O)C(C(C)C)NC(=O)C(CCCNC(N)=N)NC(=O)CNC1=O)C.Cl.[F:176][C:177]1[CH:182]=[C:181]([CH3:183])[CH:180]=[CH:179][C:178]=1[NH:184]N>[Cl-].[Cl-].[Zn+2].C(O)(=O)C>[Cl:1][C:2]1[CH:7]=[CH:6][C:5]([C@H:8]([C:28]2[C:179]3[C:178](=[C:177]([F:176])[CH:182]=[C:181]([CH3:183])[CH:180]=3)[NH:184][CH:29]=2)[C@@H:9]([C:13]2[CH:14]=[CH:15][C:16]([C:17]([NH:19][CH2:20][CH2:21][C:22]([O:24][CH3:25])=[O:23])=[O:18])=[CH:26][CH:27]=2)[CH2:10][CH2:11][CH3:12])=[CH:4][CH:3]=1 |f:2.3,4.5.6|. Reagents/catalysts: [Cl-].[Cl-].[Zn+2] (ZnCl2). Run at temperature 80 celsius. Yields the product ClC1=CC=C(C=C1)[C@@H]([C@H](CCC)C1=CC=C(C(=O)NCCC(=O)OC)C=C1)C1=CNC2=C(C=C(C=C12)C)F (Methyl N-(4-{(1S)-1-[(R)-(4-chlorophenyl)(7-fluoro-5-methyl-1H-indol-3-yl)methyl]butyl}benzoyl)-β-alaninate). The solvent is C(C)(=O)O (acetic acid). Starting materials: ClCCl, O=C(O)C(F)(F)F, N#Cc1cccc(C2=Nc3ccc(C#CC4(O)CCCCC4)cc3NC(=O)C2)c1. Product: N#Cc1cccc(C2=Nc3ccc(C#CC4=CCCCC4)cc3NC(=O)C2)c1. Reaction SMILES: [Cl:37][CH2:38][Cl:39].[F:30][C:31]([F:32])([F:33])[C:34]([OH:35])=[O:36].[OH:1][C:2]1([C:8]#[C:9][c:10]2[cH:11][c:12]3[c:13]([cH:28][cH:29]2)[N:14]=[C:15]([c:20]2[cH:21][c:22]([C:23]#[N:24])[cH:25][cH:26][cH:27]2)[CH2:16][C:17](=[O:19])[NH:18]3)[CH2:3][CH2:4][CH2:5][CH2:6][CH2:7]1>>[C:2]1([C:8]#[C:9][c:10]2[cH:11][c:12]3[c:13]([cH:28][cH:29]2)[N:14]=[C:15]([c:20]2[cH:21][c:22]([C:23]#[N:24])[cH:25][cH:26][cH:27]2)[CH2:16][C:17](=[O:19])[NH:18]3)=[CH:3][CH2:4][CH2:5][CH2:6][CH2:7]1.